Dataset: the Open Reaction Database (ORD), a public repository of structured organic reaction records. Task: describe an organic reaction: reactants, conditions, products, and yield Reactants: N1C(=NC2=C1C=CC=C2)NC2CCN(CC2)C(=O)OC(C)(C)C ((1H-benzimidazol-2-yl)(1-(t-butoxycarbonyl)piperidin-4-yl)amine), BrCC(=O)OCC (ethyl bromoacetate), CN(C=O)C (dimethylformamide), [H-].[Na+] (sodium hydride). Solvent: CO.ClCCl (methanol dichloromethane). Run at time 30 minute. Yields the product C(C)OC(=O)CN1C(=NC2=C1C=CC=C2)NC2CCN(CC2)C(=O)OC(C)(C)C ((1-(ethoxycarbonylmethyl)-1H-benzimidazol-2-yl)(1-(t-butoxycarbonyl)piperidin-4-yl)amine). Procedure details: Combine (1H-benzimidazol-2-yl)(1-(t-butoxycarbonyl)piperidin-4-yl)amine (0.5 g, 1.58 mmol) and dimethylformamide (10 mL). Add portionwise, sodium hydride (0.08 g, 60% in oil, 1.66 mmol). After 30 minutes, add ethyl bromoacetate (0.277 g, 1.66 mmol). After 12 hours, quench by the addition of water and extract the quenched reaction mixture with dichloromethane. Separate the layers and extract the organic layer with five times with water. Dry the organic layer over Na2SO4, filter, and evaporate in ... Reaction SMILES: [NH:1]1[C:5]2[CH:6]=[CH:7][CH:8]=[CH:9][C:4]=2[N:3]=[C:2]1[NH:10][CH:11]1[CH2:16][CH2:15][N:14]([C:17]([O:19][C:20]([CH3:23])([CH3:22])[CH3:21])=[O:18])[CH2:13][CH2:12]1.CN(C)C=O.[H-].[Na+].Br[CH2:32][C:33]([O:35][CH2:36][CH3:37])=[O:34]>CO.ClCCl>[CH2:36]([O:35][C:33]([CH2:32][N:1]1[C:5]2[CH:6]=[CH:7][CH:8]=[CH:9][C:4]=2[N:3]=[C:2]1[NH:10][CH:11]1[CH2:16][CH2:15][N:14]([C:17]([O:19][C:20]([CH3:23])([CH3:22])[CH3:21])=[O:18])[CH2:13][CH2:12]1)=[O:34])[CH3:37] |f:2.3,5.6|. The reactants are NC1=C2CCN(CC2=CC=C1)C (5-amino-2-methyl-1,2,3,4-tetrahydroisoquinoline), ClC=1C(=CC(=C(C(=O)O)C1)OC)C(C)C (5-chloro-4-iso-propyl-2-methoxybenzoic acid). Yields the product Cl.CN1CC2=CC=CC(=C2CC1)NC(C1=C(C=C(C(=C1)Cl)C(C)C)OC)=O (N-(2-Methyl-1,2,3,4-tetrahydroisoquinolin-5-yl)-5-chloro-4-iso-propyl-2-methoxybenzamide, hydrochloride). RXN SMILES: [NH2:1][C:2]1[CH:11]=[CH:10][CH:9]=[C:8]2[C:3]=1[CH2:4][CH2:5][N:6]([CH3:12])[CH2:7]2.[Cl:13][C:14]1[C:15]([CH:25]([CH3:27])[CH3:26])=[CH:16][C:17]([O:23][CH3:24])=[C:18]([CH:22]=1)[C:19](O)=[O:20]>>[ClH:13].[CH3:12][N:6]1[CH2:5][CH2:4][C:3]2[C:8](=[CH:9][CH:10]=[CH:11][C:2]=2[NH:1][C:19](=[O:20])[C:18]2[CH:22]=[C:14]([Cl:13])[C:15]([CH:25]([CH3:26])[CH3:27])=[CH:16][C:17]=2[O:23][CH3:24])[CH2:7]1 |f:2.3|. Reported procedure: The title compound was prepared in an analogous manner to Example 1 from 5-amino-2-methyl-1,2,3,4-tetrahydroisoquinoline and 5-chloro-4-iso-propyl-2-methoxybenzoic acid. Reactants: crude product, ClC1=C(C(=C(C=2N1N=CC2)C#N)O)C (7-chloro-5-hydroxy-6-methylpyrazolo[1,5-a]pyridine-4-carbonitrile), CCOC=1C=CC(=CC1)N (p-phenetidine). The solvent is C(C)(=O)OCC (ethyl acetate), CC(C)O (2-propanol). Yields the product C(C)OC1=CC=C(C=C1)NC1=C(C(=C(C=2N1N=CC2)C#N)O)C (7-[(4-ethoxyphenyl)amino]-5-hydroxy-6-methyl-pyrazolo[1,5-a]pyridine-4-carbonitrile). The yield is 56.0%. Reaction SMILES: Cl[C:2]1[N:7]2[N:8]=[CH:9][CH:10]=[C:6]2[C:5]([C:11]#[N:12])=[C:4]([OH:13])[C:3]=1[CH3:14].[CH3:15][CH2:16][O:17][C:18]1[CH:19]=[CH:20][C:21]([NH2:24])=[CH:22][CH:23]=1>CC(O)C.C(OCC)(=O)C>[CH2:16]([O:17][C:18]1[CH:19]=[CH:20][C:21]([NH:24][C:2]2[N:7]3[N:8]=[CH:9][CH:10]=[C:6]3[C:5]([C:11]#[N:12])=[C:4]([OH:13])[C:3]=2[CH3:14])=[CH:22][CH:23]=1)[CH3:15]. Reported procedure: The crude product (9.25 mg) of 7-chloro-5-hydroxy-6-methylpyrazolo[1,5-a]pyridine-4-carbonitrile (13) was dissolved in 2-propanol (2.2 mL). To this solution, p-phenetidine (289 μL) was added and the mixture was stirred under reflux with heating for 3 days. After cooled to room temperature, the reaction solution was diluted with ethyl acetate. This solution was washed with a mixture of brine and 1 mol/L hydrochloric acid (1:1) and then with a mixture of brine and saturated aqueous sodium hydrogen...